Dataset: the Open Reaction Database (ORD), a public repository of structured organic reaction records. Task: describe an organic reaction: reactants, conditions, products, and yield The reactants are C1(CCCC1)CN1N=C(C=C(C1=O)COS(=O)(=O)C)C1=CC(=C(C=C1)OC)F (2-cyclopentylmethyl-6-(3-fluoro-4-methoxyphenyl)-4-methanesulfonyloxymethyl-2H-pyridazin-3-one), CN1CCNCC1 (1-methylpiperazine). Yields the product C1(CCCC1)CN1N=C(C=C(C1=O)CN1CCN(CC1)C)C1=CC(=C(C=C1)OC)F (2-cyclopentylmethyl-6-(3-fluoro-4-methoxyphenyl)-4-(4-methyl-1-piperazinyl)methyl-2H-pyridazin-3-one). Isolated yield 61.4%. Reaction SMILES: [CH:1]1([CH2:6][N:7]2[C:12](=[O:13])[C:11]([CH2:14]OS(C)(=O)=O)=[CH:10][C:9]([C:20]3[CH:25]=[CH:24][C:23]([O:26][CH3:27])=[C:22]([F:28])[CH:21]=3)=[N:8]2)[CH2:5][CH2:4][CH2:3][CH2:2]1.[CH3:29][N:30]1[CH2:35][CH2:34][NH:33][CH2:32][CH2:31]1>>[CH:1]1([CH2:6][N:7]2[C:12](=[O:13])[C:11]([CH2:14][N:33]3[CH2:34][CH2:35][N:30]([CH3:29])[CH2:31][CH2:32]3)=[CH:10][C:9]([C:20]3[CH:25]=[CH:24][C:23]([O:26][CH3:27])=[C:22]([F:28])[CH:21]=3)=[N:8]2)[CH2:5][CH2:4][CH2:3][CH2:2]1. Procedure: Following the procedure of Example 1(10), 2-cyclopentylmethyl-6-(3-fluoro-4-methoxyphenyl)-4-methanesulfonyloxymethyl-2H-pyridazin-3-one and 1-methylpiperazine were reacted to yield the title compound as a yellow oil (yield: 61.4%). The reactants are CC(=O)N1CCN(c2ccc(NC(=O)Cc3ccc(C#N)c(Cl)c3)nc2)CC1, CCCC[Sn](CCCC)(CCCC)c1ccnc(C)c1, CN(C)C=O, c1ccc(P(c2ccccc2)(c2ccccc2)[Pd](P(c2ccccc2)(c2ccccc2)c2ccccc2)(P(c2ccccc2)(c2ccccc2)c2ccccc2)P(c2ccccc2)(c2ccccc2)c2ccccc2)cc1. Product: CC(=O)N1CCN(c2ccc(NC(=O)Cc3ccc(C#N)c(-c4ccnc(C)c4)c3)nc2)CC1. RXN SMILES: [C:1]([CH3:2])(=[O:3])[N:4]1[CH2:5][CH2:6][N:7]([c:10]2[cH:11][cH:12][c:13]([NH:16][C:17]([CH2:18][c:19]3[cH:20][c:21]([Cl:27])[c:22]([C:25]#[N:26])[cH:23][cH:24]3)=[O:28])[n:14][cH:15]2)[CH2:8][CH2:9]1.[CH3:29][c:30]1[n:31][cH:32][cH:33][c:34]([Sn:36]([CH2:37][CH2:38][CH2:39][CH3:40])([CH2:41][CH2:42][CH2:43][CH3:44])[CH2:45][CH2:46][CH2:47][CH3:48])[cH:35]1.[O:49]=[CH:50][N:51]([CH3:52])[CH3:53].[cH:54]1[cH:55][cH:56][c:57]([P:58]([Pd:59]([P:60]([c:61]2[cH:62][cH:63][cH:64][cH:65][cH:66]2)([c:67]2[cH:68][cH:69][cH:70][cH:71][cH:72]2)[c:73]2[cH:74][cH:75][cH:76][cH:77][cH:78]2)([P:79]([c:80]2[cH:81][cH:82][cH:83][cH:84][cH:85]2)([c:86]2[cH:87][cH:88][cH:89][cH:90][cH:91]2)[c:92]2[cH:93][cH:94][cH:95][cH:96][cH:97]2)[P:98]([c:99]2[cH:100][cH:101][cH:102][cH:103][cH:104]2)([c:105]2[cH:106][cH:107][cH:108][cH:109][cH:110]2)[c:111]2[cH:112][cH:113][cH:114][cH:115][cH:116]2)([c:117]2[cH:118][cH:119][cH:120][cH:121][cH:122]2)[c:123]2[cH:124][cH:125][cH:126][cH:127][cH:128]2)[cH:129][cH:130]1>>[C:1]([CH3:2])(=[O:3])[N:4]1[CH2:5][CH2:6][N:7]([c:10]2[cH:11][cH:12][c:13]([NH:16][C:17]([CH2:18][c:19]3[cH:20][c:21](-[c:34]4[cH:33][cH:32][n:31][c:30]([CH3:29])[cH:35]4)[c:22]([C:25]#[N:26])[cH:23][cH:24]3)=[O:28])[n:14][cH:15]2)[CH2:8][CH2:9]1. Starting materials: [N+](=O)([O-])C1=C(C(=O)OC2CCN(CC2)CC2=CC=CC=C2)C=CC(=C1)C(F)(F)F (1-benzyl-piperidin-4-yl 2-nitro-4-trifluoromethyl-benzoate). Reagents/catalysts: [Ni] (Raney-nickel). The solvent is C(C)O (ethanol). Conditions: time 2 hour. Product: NC1=C(C(=O)OC2CCN(CC2)CC2=CC=CC=C2)C=CC(=C1)C(F)(F)F (1-benzyl-piperidin-4-yl 2-amino-4-trifluoromethyl-benzoate). The yield is 47.5%. RXN SMILES: [N+:1]([C:4]1[CH:25]=[C:24]([C:26]([F:29])([F:28])[F:27])[CH:23]=[CH:22][C:5]=1[C:6]([O:8][CH:9]1[CH2:14][CH2:13][N:12]([CH2:15][C:16]2[CH:21]=[CH:20][CH:19]=[CH:18][CH:17]=2)[CH2:11][CH2:10]1)=[O:7])([O-])=O>C(O)C.[Ni]>[NH2:1][C:4]1[CH:25]=[C:24]([C:26]([F:29])([F:27])[F:28])[CH:23]=[CH:22][C:5]=1[C:6]([O:8][CH:9]1[CH2:14][CH2:13][N:12]([CH2:15][C:16]2[CH:21]=[CH:20][CH:19]=[CH:18][CH:17]=2)[CH2:11][CH2:10]1)=[O:7]. Procedure details: 0.25 g (0.000612 mol) of 1-benzyl-piperidin-4-yl 2-nitro-4-trifluoromethyl-benzoate was dissolved in 10 ml of ethanol and treated with 0.15 g of Raney-nickel. The mixture was hydrogenated at room temperature under normal pressure for 2 hrs. The catalyst was filtered off and the solvent was removed completely. The residue was chromatographed over silica gel with ethyl acetate/hexane (1:1) as the eluent. 0.11 g (48%) of 1-benzyl-piperidin-4-yl 2-amino-4-trifluoromethyl-benzoate was obtained as a y... The reactants are C, CCOC(C)=O, [H][H], CCOC(=O)c1c(Nc2ccccc2[N+](=O)[O-])sc2ccccc12, [Pd]. Product: CCOC(=O)c1c(Nc2ccccc2N)sc2ccccc12. As a reaction SMILES: [C:33].[CH3:27][CH2:28][O:29][C:30](=[O:31])[CH3:32].[H:25][H:26].[N+:1]([O-:2])(=[O:3])[c:4]1[c:5]([NH:6][c:7]2[c:8]([C:16](=[O:17])[O:18][CH2:19][CH3:20])[c:9]3[c:10]([s:11]2)[cH:12][cH:13][cH:14][cH:15]3)[cH:21][cH:22][cH:23][cH:24]1.[Pd:34]>>[NH2:1][c:4]1[c:5]([NH:6][c:7]2[c:8]([C:16](=[O:17])[O:18][CH2:19][CH3:20])[c:9]3[c:10]([s:11]2)[cH:12][cH:13][cH:14][cH:15]3)[cH:21][cH:22][cH:23][cH:24]1.